Task: describe an organic reaction: reactants, conditions, products, and yield. Dataset: the Open Reaction Database (ORD), a public repository of structured organic reaction records Starting materials: CN1C(=O)NC(=O)CC1=O (1-Methylbarbituric acid), O (Water), P(=O)(Cl)(Cl)Cl (phosphorus oxychloride). The product is ClC1=CC(N(C(N1)=O)C)=O (6-Chloro-3-methylpyrimidine-2,4[1H,3H]-dione). As a reaction SMILES: [CH3:1][N:2]1[C:9](=[O:10])[CH2:8][C:6](=O)[NH:5][C:3]1=[O:4].O.P(Cl)(Cl)([Cl:14])=O>>[Cl:14][C:6]1[NH:5][C:3](=[O:4])[N:2]([CH3:1])[C:9](=[O:10])[CH:8]=1. Reported procedure: 1-Methylbarbituric acid (10 g) was suspended in phosphorus oxychloride (70 ml). Water (2 ml) was added and the mixture was heated at reflux for 40 minutes. The reaction was allowed to cool and was then concentrated under reduced pressure. The residue was poured onto a mixture of ice and water (200 ml). When the ice had melted, the precipitated solid was collected, washed with water and dried in vacuo at 50° C. to give the sub-title compound (6.86 g) as a yellow solid. The reactants are ClCC(=O)[O-].[Na+] (sodium chloroacetate), NC(=S)N (thiourea), COC=1C=C(CCl)C=CC1OC (3,4-dimethoxybenzylchloride), [OH-].[Na+] (NaOH). The solvent is O (water), O (water). Conditions: time 30 minute. Product: COC=1C=C(CCC(=S)O)C=CC1OC (3,4-Dimethoxybenzylthio-acetic acid). Yield: 69.0%. Reaction SMILES: NC(N)=[S:3].[CH3:5][O:6][C:7]1[CH:8]=[C:9]([CH:12]=[CH:13][C:14]=1[O:15][CH3:16])[CH2:10]Cl.[OH-].[Na+].Cl[CH2:20][C:21]([O-:23])=O.[Na+]>O>[CH3:5][O:6][C:7]1[CH:8]=[C:9]([CH:12]=[CH:13][C:14]=1[O:15][CH3:16])[CH2:10][CH2:20][C:21]([OH:23])=[S:3] |f:2.3,4.5|. Procedure details: 13.07 g (0.172 mol) of thiourea and 86 ml of water are introduced into a 1 liter 3-necked flask equipped with a magnetic stirrer and a condenser. The mixture is heated to 50°-60° C. and 32 g (0.172 mol) of 3,4-dimethoxybenzylchloride are added in a single operation. The reactants are heated to reflux and boiling is maintained for 15 mins; the solution becomes limpid. Thereafter the mixture is cooled and a solution of 27.52 g (0.688 mol) of NaOH in 43 ml of water is introduced dropwise at about 6... Reactants: ClC1=NC(=NC(=C1)C)N (4-Chloro-6-methylpyrimidin-2-ylamine), CO (methanol), IN1C(CCC1=O)=O (N-iodosuccinimide). Solvent: C(C)#N (acetonitrile). Reaction conditions: temperature 60 celsius. Product: ClC1=NC(=NC(=C1I)C)N (4-Chloro-5-iodo-6-methylpyrimidin-2-ylamine). Isolated yield 55.7%. As a reaction SMILES: [Cl:1][C:2]1[CH:7]=[C:6]([CH3:8])[N:5]=[C:4]([NH2:9])[N:3]=1.CO.[I:12]N1C(=O)CCC1=O>C(#N)C>[Cl:1][C:2]1[C:7]([I:12])=[C:6]([CH3:8])[N:5]=[C:4]([NH2:9])[N:3]=1. Reported procedure: 4-Chloro-6-methylpyrimidin-2-ylamine (5 g, 0.04 mol) was suspended in acetonitrile (50 mL) and methanol (50 mL) and N-iodosuccinimide (12 g, 0.05 mol, 1.5 equiv.) added to the resulting mixture. The mixture was heated to 60° C. under a nitrogen atmosphere for 3 h. A solid precipitated in the resulting brown mixture and was isolated by filtration and washed with cyclohexane to give a white crystalline solid 6 g, 65%. Additional product (˜2.5 g) was present in the mother liquors. LCMS m/e 270 35Cl... The reactants are C(CC)(=O)NN (propionic acid hydrazide), C(C)SC1=CC=CC2=C1C(=NCC(N2)=S)C2=C(C=CC=C2)Br (6-ethylthio-1,3-dihydro-5-(o-bromophenyl)-2H-1,4-benzodiazepine-2-thione). Run in C(C)O (ethanol). Reaction conditions: temperature 250 celsius. Yields the product C(C)SC1=CC=CC2=C1C(=NCC=1N2C(=NN1)CC)C1=C(C=CC=C1)Br (7-ethylthio-1-ethyl-6-(o-bromophenyl)-4H-s-triazolo[4,3-a][1,4]benzodiazepine). Reaction SMILES: [CH2:1]([S:3][C:4]1[C:9]2[C:10]([C:16]3[CH:21]=[CH:20][CH:19]=[CH:18][C:17]=3[Br:22])=[N:11][CH2:12][C:13](=S)[NH:14][C:8]=2[CH:7]=[CH:6][CH:5]=1)[CH3:2].[C:23]([NH:27][NH2:28])(=O)[CH2:24][CH3:25]>C(O)C>[CH2:1]([S:3][C:4]1[C:9]2[C:10]([C:16]3[CH:21]=[CH:20][CH:19]=[CH:18][C:17]=3[Br:22])=[N:11][CH2:12][C:13]3[N:14]([C:23]([CH2:24][CH3:25])=[N:27][N:28]=3)[C:8]=2[CH:7]=[CH:6][CH:5]=1)[CH3:2]. Procedure: In the manner given in Example 2, 6-ethylthio-1,3-dihydro-5-(o-bromophenyl)-2H-1,4-benzodiazepine-2-thione is heated in ethanol with propionic acid hydrazide and the resulting product heated to 250° C. to give 7-ethylthio-1-ethyl-6-(o-bromophenyl)-4H-s-triazolo[4,3-a][1,4]benzodiazepine. The reactants are 4-N,N-dimethylaminopyridine, C(C)(=O)OC(C)=O (acetic anhydride), C(C1=CC=CC=C1)N1CCC2(CC1)OC(C1=NC=CC=C12)=O (1′-benzyl-7H-spiro[furo[3,4-b]pyridine-5,4′-piperidin]-7-one), [H-].C(C(C)C)[Al+]CC(C)C (diisobutylaluminum hydride), N1=CC=CC=C1 (pyridine). Run in ClCCl (dichloromethane), ClCCl (dichloromethane). Reaction conditions: temperature -78 celsius, time 45 minute. Yields the product C(C)(=O)OC1OC2(CCN(CC2)CC2=CC=CC=C2)C=2C1=NC=CC2 ((RS)-1′-Benzyl-7H-spiro[furo[3,4-b]pyridine-5,4′-piperidin]-7-yl acetate). The yield is 69.5%. Reaction SMILES: [CH2:1]([N:8]1[CH2:13][CH2:12][C:11]2([C:21]3[C:16](=[N:17][CH:18]=[CH:19][CH:20]=3)[C:15](=[O:22])[O:14]2)[CH2:10][CH2:9]1)[C:2]1[CH:7]=[CH:6][CH:5]=[CH:4][CH:3]=1.[H-].C([Al+]CC(C)C)C(C)C.N1C=CC=CC=1.[C:39](OC(=O)C)(=[O:41])[CH3:40]>ClCCl>[C:39]([O:22][CH:15]1[C:16]2=[N:17][CH:18]=[CH:19][CH:20]=[C:21]2[C:11]2([CH2:12][CH2:13][N:8]([CH2:1][C:2]3[CH:7]=[CH:6][CH:5]=[CH:4][CH:3]=3)[CH2:9][CH2:10]2)[O:14]1)(=[O:41])[CH3:40] |f:1.2|. Procedure details: To a solution of 1.0 g (3.4 mmol) 1′-benzyl-7H-spiro[furo[3,4-b]pyridine-5,4′-piperidin]-7-one in 34 ml dichloromethane at −78° C. were added 6.8 ml (6.8 mmol) diisobutylaluminum hydride solution (1 M in n-hexane). After 45 min were subsequently added 0.80 ml (10 mmol) pyridine, a solution of 0.83 g (6.8 mmol) 4-N,N-dimethylaminopyridine in 2 ml dichloromethane and 1.9 ml (20 mmol) acetic anhydride. The reaction mixture was stirred at −78° C. for 14 h. The reaction was quenched with 34 ml aqueou...